Dataset: the Open Reaction Database (ORD), a public repository of structured organic reaction records. Task: describe an organic reaction: reactants, conditions, products, and yield Starting materials: NC1=C(C=CC(=C1)Cl)CO ((2-amino-4-chlorophenyl)methanol). Reagents/catalysts: [O-2].[Mn+4].[O-2] (manganese (IV) oxide). The solvent is C(Cl)Cl (DCM). Reaction conditions: time 40 hour. Product: NC1=C(C=O)C=CC(=C1)Cl (2-amino-4-chlorobenzaldehyde). Reaction SMILES: [NH2:1][C:2]1[CH:7]=[C:6]([Cl:8])[CH:5]=[CH:4][C:3]=1[CH2:9][OH:10]>C(Cl)Cl.[O-2].[Mn+4].[O-2]>[NH2:1][C:2]1[CH:7]=[C:6]([Cl:8])[CH:5]=[CH:4][C:3]=1[CH:9]=[O:10] |f:2.3.4|. Procedure: In a 2 L 3-neck round bottom flask, the stirred solution of (2-amino-4-chlorophenyl)methanol 2 (32 g, 203.82 mmol) in DCM (765 mL), manganese (IV) oxide (150 g, 1.724 mol) was added at rt. The resulting reaction mixture was stirred at rt under argon atmosphere for 40 h. On completion of reaction the reaction mixture was filtered through CELITE™ pad and solid residue was washed thoroughly with DCM (1000 mL). The combined filtrate was concentrated under reduced pressure to give 2-amino-4-chloroben... Reactants: CC(=O)O[BH-](OC(C)=O)OC(C)=O, C=O, ClCCl, Cc1ccc2nnc(Cc3ccc4ncc(-c5cnn(C6CNC6)c5)cc4c3)n2n1, [Na+]. The product is Cc1ccc2nnc(Cc3ccc4ncc(-c5cnn(C6CN(C)C6)c5)cc4c3)n2n1. Reaction SMILES: [C:33]([O:34][BH-:35]([O:36][C:37](=[O:38])[CH3:39])[O:40][C:41](=[O:42])[CH3:43])(=[O:44])[CH3:45].[CH2:31]=[O:32].[Cl:47][CH2:48][Cl:49].[NH:1]1[CH2:2][CH:3]([n:5]2[n:6][cH:7][c:8](-[c:10]3[cH:11][n:12][c:13]4[cH:14][cH:15][c:16]([CH2:20][c:21]5[n:22][n:23][c:24]6[n:25]5[n:26][c:27]([CH3:30])[cH:28][cH:29]6)[cH:17][c:18]4[cH:19]3)[cH:9]2)[CH2:4]1.[Na+:46]>>[N:1]1([CH3:33])[CH2:2][CH:3]([n:5]2[n:6][cH:7][c:8](-[c:10]3[cH:11][n:12][c:13]4[cH:14][cH:15][c:16]([CH2:20][c:21]5[n:22][n:23][c:24]6[n:25]5[n:26][c:27]([CH3:30])[cH:28][cH:29]6)[cH:17][c:18]4[cH:19]3)[cH:9]2)[CH2:4]1. Starting materials: C(C)N(C(=O)C1CN(CCC1)C(N)=O)CC (N,N-Diethylcarbamoyl-piperidine-3-carboxamide), BrC1=CC=CC(=N1)C=O (6-bromo-2-pyridinecarboxaldehyde). The product is C(C)N(C(=O)C1CN(CCC1)CC1=NC(=CC=C1)Br)CC (N,N-diethyl 1-(6-bromopyridin-2-ylmethyl)piperidine-3-carboxamide). RXN SMILES: [CH2:1]([N:3]([CH2:15][CH3:16])[C:4]([CH:6]1[CH2:11][CH2:10][CH2:9][N:8]([C:12](=O)N)[CH2:7]1)=[O:5])[CH3:2].[Br:17][C:18]1[N:23]=[C:22](C=O)[CH:21]=[CH:20][CH:19]=1>>[CH2:1]([N:3]([CH2:15][CH3:16])[C:4]([CH:6]1[CH2:11][CH2:10][CH2:9][N:8]([CH2:12][C:22]2[CH:21]=[CH:20][CH:19]=[C:18]([Br:17])[N:23]=2)[CH2:7]1)=[O:5])[CH3:2]. Procedure: 14] N,N-Diethylcarbamoyl-piperidine-3-carboxamide (0.92 mL, 5.92 mmol) was added to a solution of 6-bromo-2-pyridinecarboxaldehyde (1.0 g, 5.38 mmol) to give N,N-diethyl 1-(6-bromopyridin-2-ylmethyl)piperidine-3-carboxamide as a colorless oil. MS m/z: 354.1 (M+H). Calc'd for C16H24BrN3O—354.29. Reactants: O (water), N1C=NC=C1 (imidazole), C(C)(C)[Si](Cl)(C(C)C)C(C)C (triisopropylchlorosilane), C1(CC1)CN1[C@H]2[C@@]3(CCC([C@H]4[C@@]3(C=3C(=C(C=CC3C2)O)O4)CC1)C1OCCO1)O (17-(cyclopropylmethyl)-4,5a-epoxy-3,14-dihydroxy-6-(1,3-dioxolan-2-yl)morphinan). The solvent is C(Cl)Cl (methylene chloride). The product is C(C)(C)[Si](OC=1C=CC=2C[C@@H]3[C@@]4(CCC([C@H]5[C@@]4(C2C1O5)CCN3CC3CC3)C3OCCO3)O)(C(C)C)C(C)C (3-[(triisopropylsilyl)oxy]-17-(cyclopropylmethyl)-4,5a-epoxy-14-hydroxyl-6-(1,3-dioxolan-2-yl)morphinan). RXN SMILES: [CH:1]1([CH2:4][N:5]2[CH2:23][CH2:22][C@:12]34[C:13]5[C:14]6[O:21][C@H:11]3[CH:10]([CH:24]3[O:28][CH2:27][CH2:26][O:25]3)[CH2:9][CH2:8][C@@:7]4([OH:29])[C@H:6]2[CH2:19][C:18]=5[CH:17]=[CH:16][C:15]=6[OH:20])[CH2:3][CH2:2]1.N1C=CN=C1.[CH:35]([Si:38]([CH:43]([CH3:45])[CH3:44])([CH:40]([CH3:42])[CH3:41])Cl)([CH3:37])[CH3:36].O>C(Cl)Cl>[CH:35]([Si:38]([CH:43]([CH3:45])[CH3:44])([CH:40]([CH3:42])[CH3:41])[O:20][C:15]1[CH:16]=[CH:17][C:18]2[CH2:19][C@H:6]3[N:5]([CH2:4][CH:1]4[CH2:2][CH2:3]4)[CH2:23][CH2:22][C@:12]45[C:13]=2[C:14]=1[O:21][C@H:11]4[CH:10]([CH:24]1[O:25][CH2:26][CH2:27][O:28]1)[CH2:9][CH2:8][C@@:7]35[OH:29])([CH3:37])[CH3:36]. Reported procedure: 17-(cyclopropylmethyl)-4,5a-epoxy-3,14-dihydroxy-6-(1,3-dioxolan-2-yl)morphinan (3.85 g, 10 mmol) was dissolved in 20 ml of methylene chloride, then imidazole (0.68 g, 10 mmol) and triisopropylchlorosilane (1.92 g, 10 mmol) were added with stirring. The whole system was refluxed to react for 4 hours. After the reaction was complete, water was added for extraction and then extracted with methylene chloride for 3 times. The organic layer was washed with water, dried over anhydrous magnesium sulfat...